Task: describe an organic reaction: reactants, conditions, products, and yield. Dataset: the Open Reaction Database (ORD), a public repository of structured organic reaction records Starting materials: CSc1ncc(Cc2ccc(C)nc2)c(=O)[nH]1, CCOCC, ClC(Cl)Cl, NCC(O)COc1cccc(CN2CCCCC2)c1. Product: Cc1ccc(Cc2cnc(NCC(O)COc3cccc(CN4CCCCC4)c3)[nH]c2=O)cn1. As a reaction SMILES: [CH3:1][c:2]1[cH:3][cH:4][c:5]([CH2:8][c:9]2[c:10](=[O:17])[nH:11][c:12]([S:15][CH3:16])[n:13][cH:14]2)[cH:6][n:7]1.[CH3:37][CH2:38][O:39][CH2:40][CH3:41].[CH:42]([Cl:43])([Cl:44])[Cl:45].[NH2:18][CH2:19][CH:20]([CH2:21][O:22][c:23]1[cH:24][c:25]([CH2:29][N:30]2[CH2:31][CH2:32][CH2:33][CH2:34][CH2:35]2)[cH:26][cH:27][cH:28]1)[OH:36]>>[CH3:1][c:2]1[cH:3][cH:4][c:5]([CH2:8][c:9]2[c:10](=[O:17])[nH:11][c:12]([NH:18][CH2:19][CH:20]([CH2:21][O:22][c:23]3[cH:24][c:25]([CH2:29][N:30]4[CH2:31][CH2:32][CH2:33][CH2:34][CH2:35]4)[cH:26][cH:27][cH:28]3)[OH:36])[n:13][cH:14]2)[cH:6][n:7]1. Reactants: COc1cc2c(=O)[nH]cnc2cc1OCC1CCCN(C)C1, CN(C)C=O, O=S(Cl)Cl. Yields the product COc1cc2c(Cl)ncnc2cc1OCC1CCCN(C)C1. As a reaction SMILES: [CH3:1][O:2][c:3]1[cH:4][c:5]2[c:6](=[O:22])[nH:7][cH:8][n:9][c:10]2[cH:11][c:12]1[O:13][CH2:14][CH:15]1[CH2:16][N:17]([CH3:21])[CH2:18][CH2:19][CH2:20]1.[O:27]=[CH:28][N:29]([CH3:30])[CH3:31].[S:23]([Cl:24])([Cl:25])=[O:26]>>[CH3:1][O:2][c:3]1[cH:4][c:5]2[c:6]([Cl:25])[n:7][cH:8][n:9][c:10]2[cH:11][c:12]1[O:13][CH2:14][CH:15]1[CH2:16][N:17]([CH3:21])[CH2:18][CH2:19][CH2:20]1. Reactants: C(#N)C1=C(C=CC=C1OC)S(=O)(=O)NCC (2-Cyano-N-ethyl-3-methoxy-benzenesulfonamide), C([O-])([O-])=O.[K+].[K+] (potassium carbonate), Cl (HCl). The solvent is O1CCOCC1 (1,4 dioxane), O (water). Conditions: time 24 hour. The product is C(C)N1S(C2=C(C1=N)C(=CC=C2)OC)(=O)=O (2-Ethyl-4-methoxy-1,1-dioxo-1,2-dihydro-1λ*6*-benzo[d]isothiazol-3-ylideneamine). Yield: 55.3%. RXN SMILES: [C:1]([C:3]1[C:8]([O:9][CH3:10])=[CH:7][CH:6]=[CH:5][C:4]=1[S:11]([NH:14][CH2:15][CH3:16])(=[O:13])=[O:12])#[N:2].C(=O)([O-])[O-].[K+].[K+].Cl>O1CCOCC1.O>[CH2:15]([N:14]1[C:1](=[NH:2])[C:3]2[C:8]([O:9][CH3:10])=[CH:7][CH:6]=[CH:5][C:4]=2[S:11]1(=[O:13])=[O:12])[CH3:16] |f:1.2.3|. Reported procedure: 1.50 g (6.24 mmol) 2-Cyano-N-ethyl-3-methoxy-benzenesulfonamide were added to a solution of 2.59 g (18.7 mmol) potassium carbonate in a mixture of 15 ml 1,4 dioxane and 6 ml of water. The solution was stirred for 24 h at room temperature. The solution was neutralized by addition of 10% HCl (pH=7). The solution was extracted twice with ethyl acetate. The organic layers were dried over Na2SO4 and concentrated. The crude product which still contained starting material was dissolved in a mixture of ... Reactants: C(C)OC=1C=C(C(CC)N2N=C(C=3CCC4=C(C23)C=CC(=C4)OCC=4C=NC=NC4)C(=O)O)C=CC1 (4,5-dihydro-1-(3-ethoxy-α-ethylbenzyl)-7-(5-pyrimidinylmethoxy)-[1H]-benz[g]indazole-3-carboxylic acid), [OH-].[Na+] (sodium hydroxide), 20P. Solvent: O (water). Yields the product [Na+].C(C)OC=1C=C(C(CC)N2N=C(C=3CCC4=C(C23)C=CC(=C4)OCC=4C=NC=NC4)C(=O)[O-])C=CC1 (4,5-dihydro-1-(3-ethoxy-α-ethylbenzyl)-7-(5-pyrimidinylmethoxy)-[1H]-benz[g]indazole-3-carboxylic acid sodium salt). Yield: 80.0%. Reaction SMILES: [CH2:1]([O:3][C:4]1[CH:5]=[C:6]([CH:34]=[CH:35][CH:36]=1)[CH:7]([N:10]1[C:18]2[C:17]3[CH:19]=[CH:20][C:21]([O:23][CH2:24][C:25]4[CH:26]=[N:27][CH:28]=[N:29][CH:30]=4)=[CH:22][C:16]=3[CH2:15][CH2:14][C:13]=2[C:12]([C:31]([OH:33])=[O:32])=[N:11]1)[CH2:8][CH3:9])[CH3:2].[OH-].[Na+:38]>O>[Na+:38].[CH2:1]([O:3][C:4]1[CH:5]=[C:6]([CH:34]=[CH:35][CH:36]=1)[CH:7]([N:10]1[C:18]2[C:17]3[CH:19]=[CH:20][C:21]([O:23][CH2:24][C:25]4[CH:26]=[N:27][CH:28]=[N:29][CH:30]=4)=[CH:22][C:16]=3[CH2:15][CH2:14][C:13]=2[C:12]([C:31]([O-:33])=[O:32])=[N:11]1)[CH2:8][CH3:9])[CH3:2] |f:1.2,4.5|. Reported procedure: The 4,5-dihydro-1-(3-ethoxy-α-ethylbenzyl)-7-(5-pyrimidinylmethoxy)-[1H]-benz[g]indazole-3-carboxylic acid (600 mg, 1.23 m mol) obtained in Example 34 was suspended in water (20 ml) and dissolved therein by the addition of 1 N sodium hydroxide (2 ml). This solution was subjected to column chromatography using a CHP 20P resin (20 ml; manufactured by Mitsubishi Chemical Co., Ltd.), and eluted successively with water and 50% ethanol-water. After the 50% ethanol-water fraction was concentrated under... Starting materials: C1(=CC=CC=C1)P(C1=CC=CC=C1)C1=CC=CC=C1 (Triphenylphosphine), C(C)OC(CC1=CC(=CC=C1)CCN=[N+]=[N-])=O (ethyl[3-(2-azidoethyl)phenyl]acetate), O (water). Solvent: O1CCCC1 (tetrahydrofuran). Reaction conditions: temperature 50 celsius, time 18 hour. The product is C(C)OC(CC1=CC(=CC=C1)CCN)=O (ethyl[3-(2-aminoethyl)phenyl]acetate). Yield: 90.4%. RXN SMILES: C1(P(C2C=CC=CC=2)C2C=CC=CC=2)C=CC=CC=1.[CH2:20]([O:22][C:23](=[O:36])[CH2:24][C:25]1[CH:30]=[CH:29][CH:28]=[C:27]([CH2:31][CH2:32][N:33]=[N+]=[N-])[CH:26]=1)[CH3:21].O>O1CCCC1>[CH2:20]([O:22][C:23](=[O:36])[CH2:24][C:25]1[CH:30]=[CH:29][CH:28]=[C:27]([CH2:31][CH2:32][NH2:33])[CH:26]=1)[CH3:21]. Procedure: Triphenylphosphine (3.88 g, 23.3 mmol) was added in one portion to a stirred solution of ethyl[3-(2-azidoethyl)phenyl]acetate (Preparation 57) (3.88 g, 16.6 mmol) in tetrahydrofuran (100 ml) at room temperature under nitrogen. The reaction was stirred for 18 hours and water (5 ml) added and the reaction heated at 50° C. for 4 hours, the reaction was cooled to room temperature and the solvent removed in vacuo. The residue was dissolved in saturated aqueous sodium hydrogen carbonate (40 ml) and th... Reactants: [Br-], [Br-], [Zn+2], CC(C)(C)OC(=O)N1CCC(c2ccc(CCCc3ccccc3)nc2)C(OCc2ccc3ccccc3c2)C1. The product is c1ccc(CCCc2ccc(C3CCNCC3OCc3ccc4ccccc4c3)cn2)cc1. As a reaction SMILES: [Br-:41].[Br-:43].[Zn+2:42].[cH:1]1[c:2]([CH2:11][O:12][CH:13]2[CH2:14][N:15]([C:34]([O:35][C:36]([CH3:37])([CH3:38])[CH3:39])=[O:40])[CH2:16][CH2:17][CH:18]2[c:19]2[cH:20][n:21][c:22]([CH2:25][CH2:26][CH2:27][c:28]3[cH:29][cH:30][cH:31][cH:32][cH:33]3)[cH:23][cH:24]2)[cH:3][cH:4][c:5]2[cH:6][cH:7][cH:8][cH:9][c:10]12>>[cH:1]1[c:2]([CH2:11][O:12][CH:13]2[CH2:14][NH:15][CH2:16][CH2:17][CH:18]2[c:19]2[cH:20][n:21][c:22]([CH2:25][CH2:26][CH2:27][c:28]3[cH:29][cH:30][cH:31][cH:32][cH:33]3)[cH:23][cH:24]2)[cH:3][cH:4][c:5]2[cH:6][cH:7][cH:8][cH:9][c:10]12. Reactants: C(C)C(C(=O)O)CCC1=C(C=CC=C1O)C(=O)OCC (Ethyl 4-[2-ethoxycarbonyl-6-hydroxyphenyl]butanoic acid), [OH-].[K+] (potassium hydroxide), Cl (HCl). Solvent: O (water). Run at time 2 hour. Yields the product C(C)OC(=O)C1=C(C(=CC=C1)O)CCCC(=O)O (4-[2-Ethoxycarbonyl-6-hydroxyphenyl]butanoic acid). RXN SMILES: C([CH:3]([CH2:7][CH2:8][C:9]1[C:14]([OH:15])=[CH:13][CH:12]=[CH:11][C:10]=1[C:16]([O:18][CH2:19][CH3:20])=[O:17])[C:4]([OH:6])=[O:5])C.[OH-].[K+].Cl>O>[CH2:19]([O:18][C:16]([C:10]1[CH:11]=[CH:12][CH:13]=[C:14]([OH:15])[C:9]=1[CH2:8][CH2:7][CH2:3][C:4]([OH:6])=[O:5])=[O:17])[CH3:20] |f:1.2|. Procedure: Ethyl 4-[2-ethoxycarbonyl-6-hydroxyphenyl]butanoic acid (9.06 g, 32.4 mmol) was dissolved in a room temperature solution of potassium hydroxide (3.62g, 64.6 mmol) in water (68 ml). The solution was stirred at room temperature for 2 hr, and then made acidic with 12N HCl. The mixture was extracted twice with ethyl acetate. The ethyl acetate extracts were combined and extracted with 10% aqueous potassium carbonate three times. These aqueous extracts were made acidic with 12N HCl and extracted twice... Reaction SMILES: [CH2:1]([O:8][C:9]([NH:11][C@H:12]([C:16]([O:18][C@@H:19]([CH:23]([CH3:25])[CH3:24])[C:20]([OH:22])=[O:21])=[O:17])[CH:13]([CH3:15])[CH3:14])=[O:10])[C:2]1[CH:7]=[CH:6][CH:5]=[CH:4][CH:3]=1.C(O)C.[Cl:29][CH2:30]Cl>>[CH2:1]([O:8][C:9]([NH:11][C@H:12]([C:16]([O:18][C@@H:19]([CH:23]([CH3:25])[CH3:24])[C:20]([O:22][CH2:30][Cl:29])=[O:21])=[O:17])[CH:13]([CH3:15])[CH3:14])=[O:10])[C:2]1[CH:3]=[CH:4][CH:5]=[CH:6][CH:7]=1. Reported procedure: 2-(N-benzyloxycarbonyl-L-valyloxy)-3-methyl-(S)-(+)-butyric acid was esterified by the method described in Example A-I-1, step d. The title compound (2.96 g) was obtained after silica gel column chromatography (0, 1, 2% ethanol in dichloromethane). Rf (2% MeOH/CHCl3) 0.85. Starting materials: C(C1=CC=CC=C1)OC(=O)N[C@@H](C(C)C)C(=O)O[C@H](C(=O)O)C(C)C (2-(N-benzyloxycarbonyl-L-valyloxy)-3-methyl-(S)-(+)-butyric acid), C(C)O (ethanol), ClCCl (dichloromethane). The product is C(C1=CC=CC=C1)OC(=O)N[C@@H](C(C)C)C(=O)O[C@H](C(=O)OCCl)C(C)C (Chloromethyl 2-(N-benzyloxycarbonyl-L-valyloxy)-3-methyl-(S)-(+)-butyrate). The product is N1N=NN=C1NC(=O)C1=NC=CN=C1 (N-(1H-5-Tetrazolyl)pyrazine-2-carboxamide). Starting materials: N1=C(C=NC=C1)C(=O)O (pyrazine-2-carboxylic acid), NC1=NN=NN1 (5-amino-1H-tetrazole). Run in O1CCCC1 (tetrahydrofuran), C(C)N(CC)CC (triethylamine), C(OCC)(=O)Cl (ethyl chlorocarbonate). Reported procedure: To a suspension of 1.50 g of pyrazine-2-carboxylic acid in 50 ml of tetrahydrofuran, 1.85 ml of triethylamine and 1.27 ml of ethyl chlorocarbonate were added dropwise successively at 0° C. under stirring. After stirring for 30 minutes at 0° C., 1.35 g of 5-amino-1H-tetrazole was added to the mixture, and the reaction mixture was stirred for 28.5 hours at room temperature. The precipitate was collected by filtration, and washed with dilute hydrochloric acid affording 2.05 g as colorless crystals,... As a reaction SMILES: [N:1]1[CH:6]=[CH:5][N:4]=[CH:3][C:2]=1[C:7]([OH:9])=O.[NH2:10][C:11]1[NH:15][N:14]=[N:13][N:12]=1>O1CCCC1.C(N(CC)CC)C.C(Cl)(=O)OCC>[NH:12]1[C:11]([NH:10][C:7]([C:2]2[CH:3]=[N:4][CH:5]=[CH:6][N:1]=2)=[O:9])=[N:15][N:14]=[N:13]1. The reactants are C1CCOC1, CCOc1ccccc1NC(=O)OCCN1CCN(c2cccc(N)c2)CC1, CS(=O)(=O)Cl. Yields the product CCOc1ccccc1NC(=O)OCCN1CCN(c2cccc(NS(C)(=O)=O)c2)CC1. As a reaction SMILES: [CH2:34]1[O:35][CH2:36][CH2:37][CH2:38]1.[NH2:1][c:2]1[cH:3][c:4]([N:8]2[CH2:9][CH2:10][N:11]([CH2:14][CH2:15][O:16][C:17]([NH:18][c:19]3[c:20]([O:25][CH2:26][CH3:27])[cH:21][cH:22][cH:23][cH:24]3)=[O:28])[CH2:12][CH2:13]2)[cH:5][cH:6][cH:7]1.[S:29](=[O:30])(=[O:31])([CH3:32])[Cl:33]>>[NH:1]([c:2]1[cH:3][c:4]([N:8]2[CH2:9][CH2:10][N:11]([CH2:14][CH2:15][O:16][C:17]([NH:18][c:19]3[c:20]([O:25][CH2:26][CH3:27])[cH:21][cH:22][cH:23][cH:24]3)=[O:28])[CH2:12][CH2:13]2)[cH:5][cH:6][cH:7]1)[S:29](=[O:30])(=[O:31])[CH3:32].